From a dataset of the Open Reaction Database (ORD), a public repository of structured organic reaction records. describe an organic reaction: reactants, conditions, products, and yield Starting materials: CC12CCC(CC1=O)C2(C)C, [C-]#[N+]CS(=O)(=O)c1ccc(C)cc1. Yields the product CC1(C)C2CCC1(C)C(C#N)C2. RXN SMILES: [C:1]12([CH3:11])[C:2](=[O:3])[CH2:4][CH:5]([CH2:6][CH2:7]1)[C:8]2([CH3:9])[CH3:10].[S:12]([c:14]1[cH:15][cH:16][c:17]([CH3:18])[cH:19][cH:20]1)(=[O:21])([CH2:22][N+:23]#[C-:13])=[O:24]>>[C:1]12([CH3:11])[CH:2]([C:22]#[N:23])[CH2:4][CH:5]([CH2:6][CH2:7]1)[C:8]2([CH3:9])[CH3:10]. Starting materials: C1CCOC1, O=C(OC(=O)C(F)(F)F)C(F)(F)F, COC(=O)c1cc(C(N)=O)cc(C(C)(C)C)c1, c1ccncc1. Product: COC(=O)c1cc(C#N)cc(C(C)(C)C)c1. RXN SMILES: [CH2:37]1[O:38][CH2:39][CH2:40][CH2:41]1.[F:24][C:25]([F:26])([F:27])[C:28]([O:29][C:30](=[O:31])[C:32]([F:33])([F:34])[F:35])=[O:36].[NH2:1][C:2](=[O:3])[c:4]1[cH:5][c:6]([C:7](=[O:8])[O:9][CH3:10])[cH:11][c:12]([C:14]([CH3:15])([CH3:16])[CH3:17])[cH:13]1.[cH:18]1[cH:19][cH:20][n:21][cH:22][cH:23]1>>[N:1]#[C:2][c:4]1[cH:5][c:6]([C:7](=[O:8])[O:9][CH3:10])[cH:11][c:12]([C:14]([CH3:15])([CH3:16])[CH3:17])[cH:13]1. Starting materials: OC=1C=C(C(=C(C(=O)O)C1)C)[N+](=O)[O-] (5-hydroxy-2-methyl-3-nitrobenzoic acid), S(=O)(Cl)Cl (thionyl chloride), CO (methanol). The product is OC=1C=C(C(=C(C(=O)OC)C1)C)[N+](=O)[O-] (methyl 5-hydroxy-2-methyl-3-nitrobenzoate). Yield: 80.0%. Reaction SMILES: [OH:1][C:2]1[CH:3]=[C:4]([N+:12]([O-:14])=[O:13])[C:5]([CH3:11])=[C:6]([CH:10]=1)[C:7]([OH:9])=[O:8].S(Cl)(Cl)=O.[CH3:19]O>>[OH:1][C:2]1[CH:3]=[C:4]([N+:12]([O-:14])=[O:13])[C:5]([CH3:11])=[C:6]([CH:10]=1)[C:7]([O:9][CH3:19])=[O:8]. Procedure: To a stirred solution of 5-hydroxy-2-methyl-3-nitrobenzoic acid (3.50 g, 17.8 mmol) in methanol (40 mL) was added thionyl chloride (3.9 mL, 53 mmol) at 0° C. The reaction mixture was heated at reflux for 3 h. On completion, the solvent was removed under reduced pressure. Aqueous sodium bicarbonate was added, followed by extraction with ethyl acetate. The combined organic layers were washed with water, dried and concentrated under reduced pressure. The crude material was purified by column chroma... Starting materials: C1(=CC=CC=C1)N1C=NC2=C(C1=O)SC=C2C2=CC=CC=C2 (3,7-Diphenylthieno[3,2-d]pyrimidin-4(3H)-one), NC1=C(SC=C1C1=CC=CC=C1)C(=O)OC (methyl 3-amino-4-phenylthiophene-2-carboxylate), C(OCC)(OCC)OCC (triethyl orthoformate), [N+](=O)([O-])C1=CC=C(N)C=C1 (4-nitroaniline). The solvent is C(C)(=O)O (acetic acid). The product is [N+](=O)([O-])C1=CC=C(C=C1)N1C=NC2=C(C1=O)SC=C2C2=CC=CC=C2 (3-(4-Nitrophenyl)-7-phenylthieno[3,2-d]pyrimidin-4(3H)-one). The yield is 10.0%. As a reaction SMILES: [C:1]1([N:7]2[C:12](=[O:13])[C:11]3[S:14][CH:15]=[C:16]([C:17]4[CH:22]=[CH:21][CH:20]=[CH:19][CH:18]=4)[C:10]=3[N:9]=[CH:8]2)[CH:6]=[CH:5][CH:4]=[CH:3][CH:2]=1.NC1C(C2C=CC=CC=2)=CSC=1C(OC)=O.C(OCC)(OCC)OCC.[N+:49](C1C=CC(N)=CC=1)([O-:51])=[O:50]>C(O)(=O)C>[N+:49]([C:4]1[CH:5]=[CH:6][C:1]([N:7]2[C:12](=[O:13])[C:11]3[S:14][CH:15]=[C:16]([C:17]4[CH:18]=[CH:19][CH:20]=[CH:21][CH:22]=4)[C:10]=3[N:9]=[CH:8]2)=[CH:2][CH:3]=1)([O-:51])=[O:50]. Procedure: In the same manner as the synthesis of Compound 1, methyl 3-amino-4-phenylthiophene-2-carboxylate (200 mg, 0.86 mmol), triethyl orthoformate (2 ml), 4-nitroaniline (225 mg, 1.63 mmol), and acetic acid (0.2 ml) were used to give 31 mg (0.089 mmol, 10% yield) of the title compound. Starting materials: C(C=C)OC=1C=C(C=O)C=CC1 (3-allyloxybenzaldehyde), [BH4-].[Na+] (sodium borohydride). Solvent: CO (methanol). Conditions: time 30 minute. Product: C(C=C)OC=1C=C(CO)C=CC1 (3-allyloxybenzyl alcohol). Yield: 99.6%. As a reaction SMILES: [CH2:1]([O:4][C:5]1[CH:6]=[C:7]([CH:10]=[CH:11][CH:12]=1)[CH:8]=[O:9])[CH:2]=[CH2:3].[BH4-].[Na+]>CO>[CH2:1]([O:4][C:5]1[CH:6]=[C:7]([CH:10]=[CH:11][CH:12]=1)[CH2:8][OH:9])[CH:2]=[CH2:3] |f:1.2|. Reported procedure: To a solution of 3-allyloxybenzaldehyde (7.2 g) in methanol (50 ml) at 0° C. was added sodium borohydride (1 g) in portions. The mixture was stirred for 30 minutes, evaporated dissolved in 5% acetic acid and extracted with diethyl ether (3×100 ml) , washed with water (2×100 ml), and sodium bicarbonate (2×100 ml), dried (magnesium sulphate), filtered and evaporated to give 3-allyloxybenzyl alcohol (7.26 g). Yields the product FC=1C=C(CC2=CC=C(S2)C=O)C=CC1 (5-(3-Fluorobenzyl)-thiophene-2-carbaldehyde). RXN SMILES: C(O)(=O)CC(CC(O)=O)(C(O)=O)O.[F:14][C:15]1[CH:16]=[C:17]([CH:29]=[CH:30][CH:31]=1)[CH2:18][C:19]1[S:23][C:22]([CH:24]2OCC[O:25]2)=[CH:21][CH:20]=1.O.C(OCC)(=O)C>CO>[F:14][C:15]1[CH:16]=[C:17]([CH:29]=[CH:30][CH:31]=1)[CH2:18][C:19]1[S:23][C:22]([CH:24]=[O:25])=[CH:21][CH:20]=1. Procedure details: An aqueous solution of saturated citric acid (20 mL) was added to a solution of 2-(5-(3-fluoro-benzyl)thiophen-2-yl)-[1,3]dioxolane described in Preparation Example 52 (670 mg, 2.53 mmol) in methanol (20 mL), and the solution was stirred at room temperature for 30 minutes. Water and ethyl acetate were added to the reaction solution, which was then partitioned, and the organic layer was dried over anhydrous magnesium sulfate. The solvent was evaporated in vacuo, and the title compound (485 mg, 2.... Run at time 30 minute. Reactants: C(CC(O)(C(=O)O)CC(=O)O)(=O)O (citric acid), FC=1C=C(CC2=CC=C(S2)C2OCCO2)C=CC1 (2-(5-(3-fluoro-benzyl)thiophen-2-yl)-[1,3]dioxolane), O (Water), C(C)(=O)OCC (ethyl acetate), Example 52. Isolated yield 87.0%. Solvent: CO (methanol). Starting materials: FC(C(CC(C)(C)C1=C(C(=CC=C1)F)OC)(O)C=NC1=C2C=NNC2=CC=C1C)(F)F (1,1,1-Trifluoro-4-(3-fluoro-2-methoxyphenyl)-4-methyl-2-[(5-methyl-1H-indazol-4-ylimino)-methyl]-pentan-2-ol), B(Br)(Br)Br (boron tribromide), solution, C([O-])(O)=O.[Na+] (sodium bicarbonate), C(C)(=O)OCC (ethyl acetate). The solvent is ClCCl (dichloromethane). Run at time 4 hour. The product is CC=1C(=C2C=NNC2=CC1)NC1C(CC(C=2C(=C(C=CC12)F)O)(C)C)(O)C(F)(F)F (1-(5-Methyl-1H-indazol-4-ylamino)-6-fluoro-4,4-dimethyl-2-(trifluoromethyl)-1,2,3,4-tetrahydro-naphthalene-2,5-diol). Reaction SMILES: [F:1][C:2]([F:31])([F:30])[C:3]([CH:18]=[N:19][C:20]1[C:28]([CH3:29])=[CH:27][CH:26]=[C:25]2[C:21]=1[CH:22]=[N:23][NH:24]2)([OH:17])[CH2:4][C:5]([C:8]1[CH:13]=[CH:12][CH:11]=[C:10]([F:14])[C:9]=1[O:15]C)([CH3:7])[CH3:6].B(Br)(Br)Br.C(=O)(O)[O-].[Na+].C(OCC)(=O)C>ClCCl>[CH3:29][C:28]1[C:20]([NH:19][CH:18]2[C:13]3[CH:12]=[CH:11][C:10]([F:14])=[C:9]([OH:15])[C:8]=3[C:5]([CH3:6])([CH3:7])[CH2:4][C:3]2([C:2]([F:31])([F:30])[F:1])[OH:17])=[C:21]2[C:25](=[CH:26][CH:27]=1)[NH:24][N:23]=[CH:22]2 |f:2.3|. Procedure: 1,1,1-Trifluoro-4-(3-fluoro-2-methoxyphenyl)-4-methyl-2-[(5-methyl-1H-indazol-4-ylimino)-methyl]-pentan-2-ol (150 mg, 0.34 mmol) is mixed with boron tribromide (3.40 ml of a 1 M solution in dichloromethane, 3.4 mmol) at room temperature. After 4 hours at room temperature, the reaction mixture is allowed to stand overnight at −30° C., then saturated sodium bicarbonate solution and ethyl acetate are added. It is extracted with ethyl acetate, and the combined organic phases are washed with saturate...